describe an organic reaction: reactants, conditions, products, and yield From a dataset of the Open Reaction Database (ORD), a public repository of structured organic reaction records. Starting materials: N1C(CCCCC1)C(=O)O (azepan-2-carboxylic acid), C(C)(=O)OCC (ethyl acetate), N(=O)[O-].[Na+] (sodium nitrite), Cl (HCl). Run in O (water). Conditions: time 1 hour. Product: N(=O)N1C(CCCCC1)C(=O)O (1-nitrosoazepan-2-carboxylic acid). RXN SMILES: [NH:1]1[CH2:7][CH2:6][CH2:5][CH2:4][CH2:3][CH:2]1[C:8]([OH:10])=[O:9].[N:11]([O-])=[O:12].[Na+].Cl.C(OCC)(=O)C>O>[N:11]([N:1]1[CH2:7][CH2:6][CH2:5][CH2:4][CH2:3][CH:2]1[C:8]([OH:10])=[O:9])=[O:12] |f:1.2|. Reported procedure: At 0° C., a solution of 7.80 g (43.4 mmol) of azepan-2-carboxylic acid and 4.10 g (59.5 mmol) of sodium nitrite in 50 ml of water is acidified to pH 3 using HCl (conc.) and then stirred for 1 h. 50 ml of ethyl acetate are added to the reaction mixture, the organic phase is separated off and the aqueous phase is extracted with 2×50 ml of ethyl acetate. The combined organic phases are dried over MgSO4 and freed from the solvent under reduced pressure. The 1-nitrosoazepan-2-carboxylic acid obtained... The reactants are C(C1=CC=CC=C1)OC1=C(C=C(C=C1)C(F)(F)F)C(O)C1=CC=C(C=C1)S(=O)(=O)CC ([2-(Benzyloxy)-5-(trifluoromethyl)phenyl][4-(ethylsulfonyl)phenyl]methanol). Reagents/catalysts: [Pd] (palladium on carbon). The solvent is C(C)O (ethanol). Run at time 45 minute. The product is C(C)S(=O)(=O)C1=CC=C(C=C1)C(C1=C(C=CC(=C1)C(F)(F)F)O)O (2-[[4-(Ethylsulfonyl)phenyl](hydroxy)methyl]-4-(trifluoromethyl)phenol). As a reaction SMILES: C([O:8][C:9]1[CH:14]=[CH:13][C:12]([C:15]([F:18])([F:17])[F:16])=[CH:11][C:10]=1[CH:19]([C:21]1[CH:26]=[CH:25][C:24]([S:27]([CH2:30][CH3:31])(=[O:29])=[O:28])=[CH:23][CH:22]=1)[OH:20])C1C=CC=CC=1>[Pd].C(O)C>[CH2:30]([S:27]([C:24]1[CH:23]=[CH:22][C:21]([CH:19]([OH:20])[C:10]2[CH:11]=[C:12]([C:15]([F:17])([F:18])[F:16])[CH:13]=[CH:14][C:9]=2[OH:8])=[CH:26][CH:25]=1)(=[O:28])=[O:29])[CH3:31]. Reported procedure: A mixture of the product from step (iii) (0.225 g), 10% palladium on carbon (0.05 g) in ethanol (20 ml) was hydrogenated at 1 Bar for 45 min. After filtration the solvent was evaporated under reduced pressure. Yield 0.22 g Reactants: FC(C(=O)O)(F)F.CN[C@@H](C(C)C)C(=O)N[C@@H](C(C)C)C(=O)N(C)[C@H]([C@@H](CC(=O)N1[C@@H](CCC1)[C@@H]([C@H](C(=O)NCCC1=CNC2=CC=CC=C12)C)OC)OC)[C@H](CC)C (N-methyl-L-valyl-N-[(3R,4S,5S)-1-{(2S)-2-[(1R,2R)-3-{[2-(1H-indol-3-yl)ethyl]amino}-1-methoxy-2-methyl-3-oxopropyl]pyrrolidin-1-yl}-3-methoxy-5-methyl-1-oxoheptan-4-yl]-N-methyl-L-valinamide trifluoroacetic acid salt), O=CCCC(=O)O (4-oxobutanoic acid), C(#N)[BH3-].[Na+] (sodium cyanoborohydride), FC(C(=O)O)(F)F.CN[C@@H](C(C)C)C(=O)N[C@@H](C(C)C)C(=O)N(C)[C@H]([C@@H](CC(=O)N1[C@@H](CCC1)[C@@H]([C@H](C(=O)NCCC1=CNC2=CC=CC=C12)C)OC)OC)[C@H](CC)C (N-methyl-L-valyl-N-[(3R,4S,5S)-1-{(2S)-2-[(1R,2R)-3-{[2-(1H-indol-3-yl)ethyl]amino}-1-methoxy-2-methyl-3-oxopropyl]pyrrolidin-1-yl}-3-methoxy-5-methyl-1-oxoheptan-4-yl]-N-methyl-L-valinamide trifluoroacetic acid salt), aqueous solution. Yields the product C(=O)(O)CCCN([C@@H](C(C)C)C(=O)N[C@@H](C(C)C)C(=O)N(C)[C@H]([C@@H](CC(=O)N1[C@@H](CCC1)[C@@H]([C@H](C(=O)NCCC1=CNC2=CC=CC=C12)C)OC)OC)[C@H](CC)C)C (N-(3-Carboxypropyl)-N-methyl-L-valyl-N-[(3R,4S,5S)-1-{(2S)-2-[(1R,2R)-3-{[2-(1H-indol-3-yl)ethyl]amino}-1-methoxy-2-methyl-3-oxopropyl]pyrrolidin-1-yl}-3-methoxy-5-methyl-1-oxoheptan-4-yl]-N-methyl-L-valinamide). RXN SMILES: FC(F)(F)C(O)=O.[CH3:8][NH:9][C@H:10]([C:14]([NH:16][C@H:17]([C:21]([N:23]([C@@H:25]([C@@H:56]([CH3:59])[CH2:57][CH3:58])[C@H:26]([O:54][CH3:55])[CH2:27][C:28]([N:30]1[CH2:34][CH2:33][CH2:32][C@H:31]1[C@H:35]([O:52][CH3:53])[C@@H:36]([CH3:51])[C:37]([NH:39][CH2:40][CH2:41][C:42]1[C:50]2[C:45](=[CH:46][CH:47]=[CH:48][CH:49]=2)[NH:44][CH:43]=1)=[O:38])=[O:29])[CH3:24])=[O:22])[CH:18]([CH3:20])[CH3:19])=[O:15])[CH:11]([CH3:13])[CH3:12].O=[CH:61][CH2:62][CH2:63][C:64]([OH:66])=[O:65].C([BH3-])#N.[Na+]>>[C:64]([CH2:63][CH2:62][CH2:61][N:9]([CH3:8])[C@H:10]([C:14]([NH:16][C@H:17]([C:21]([N:23]([C@@H:25]([C@@H:56]([CH3:59])[CH2:57][CH3:58])[C@H:26]([O:54][CH3:55])[CH2:27][C:28]([N:30]1[CH2:34][CH2:33][CH2:32][C@H:31]1[C@H:35]([O:52][CH3:53])[C@@H:36]([CH3:51])[C:37]([NH:39][CH2:40][CH2:41][C:42]1[C:50]2[C:45](=[CH:46][CH:47]=[CH:48][CH:49]=2)[NH:44][CH:43]=1)=[O:38])=[O:29])[CH3:24])=[O:22])[CH:18]([CH3:20])[CH3:19])=[O:15])[CH:11]([CH3:13])[CH3:12])([OH:66])=[O:65] |f:0.1,3.4|. Procedure details: The title compound was synthesized by analogy with the synthesis process of Example 1 by reacting 100 mg (119 μmol) N-methyl-L-valyl-N-[(3R,4S,5S)-1-{(2S)-2-[(1R,2R)-3-{[2-(1H-indol-3-yl)ethyl]amino}-1-methoxy-2-methyl-3-oxopropyl]pyrrolidin-1-yl}-3-methoxy-5-methyl-1-oxoheptan-4-yl]-N-methyl-L-valinamide trifluoroacetic acid salt (intermediate 24) with a 15% aqueous solution of 4-oxobutanoic acid in the presence of sodium cyanoborohydride. Reactants: NCCOC1=C(C(=O)NC=2C(=NC=CC2)C(=O)NC2=NC=C(C=C2)Cl)C=CC(=C1)S(=O)(=O)C (3-[2-(2-aminoethoxy)-4-methylsulfonyl-benzoylamino]-N-(5-chloropyridin-2-yl)pyridine-2-carboxamide), Cl (HCl). Run in CO.C(Cl)Cl (MeOH CH2Cl2). Reaction conditions: time 1 hour. Yields the product Cl.NCCOC1=C(C(=O)NC=2C(=NC=CC2)C(=O)NC2=NC=C(C=C2)Cl)C=CC(=C1)S(=O)(=O)C (3-[2-(2-Aminoethoxy)-4-methylsulfonylbenzoylamino]-N-(5-chloropyridin-2-yl)pyridine-2-carboxamide hydrochloride). Yield: 190.0%. RXN SMILES: [NH2:1][CH2:2][CH2:3][O:4][C:5]1[CH:29]=[C:28]([S:30]([CH3:33])(=[O:32])=[O:31])[CH:27]=[CH:26][C:6]=1[C:7]([NH:9][C:10]1[C:11]([C:16]([NH:18][C:19]2[CH:24]=[CH:23][C:22]([Cl:25])=[CH:21][N:20]=2)=[O:17])=[N:12][CH:13]=[CH:14][CH:15]=1)=[O:8].Cl>CO.C(Cl)Cl>[ClH:25].[NH2:1][CH2:2][CH2:3][O:4][C:5]1[CH:29]=[C:28]([S:30]([CH3:33])(=[O:31])=[O:32])[CH:27]=[CH:26][C:6]=1[C:7]([NH:9][C:10]1[C:11]([C:16]([NH:18][C:19]2[CH:24]=[CH:23][C:22]([Cl:25])=[CH:21][N:20]=2)=[O:17])=[N:12][CH:13]=[CH:14][CH:15]=1)=[O:8] |f:2.3,4.5|. Procedure: To a mixture of 3-[2-(2-aminoethoxy)-4-methylsulfonyl-benzoylamino]-N-(5-chloropyridin-2-yl)pyridine-2-carboxamide (3.17 g, 6.5 mmol) and 10% MeOH/CH2Cl2 (250 mL) was added 5 N HCl. After stirring for 1 hour, the mixture was concentrated to give the desired product as a solid (3.25 g, 96%). Starting materials: Cl (hydrogen chloride), C(\C=C/C(=O)O)(=O)O.C1(=CC=CC=C1)C1OCC2=C(O1)C=CC(=N2)C(CNC(C)(C)C)O (2-phenyl-6-(1-hydroxy-2-t-butylaminoethyl)-4-H-pyrido-[3,2-d]-1,3-dioxin maleate). The solvent is CO (methanol). Product: Cl.Cl.OCC1=NC(=CC=C1O)C(CNC(C)(C)C)O (2-Hydroxymethyl-3-hydroxy-6-(1-hydroxy-2-t-butylaminoethyl)-pyridine Dihydrochloride). RXN SMILES: [ClH:1].C(O)(=O)/C=C\C(O)=O.C1(C2[O:21][C:20]3[CH:22]=[CH:23][C:24]([CH:26]([OH:33])[CH2:27][NH:28][C:29]([CH3:32])([CH3:31])[CH3:30])=[N:25][C:19]=3[CH2:18][O:17]2)C=CC=CC=1>CO>[ClH:1].[ClH:1].[OH:17][CH2:18][C:19]1[C:20]([OH:21])=[CH:22][CH:23]=[C:24]([CH:26]([OH:33])[CH2:27][NH:28][C:29]([CH3:31])([CH3:30])[CH3:32])[N:25]=1 |f:1.2,4.5.6|. Procedure: To a solution of methanol (11.3 l.)--hydrogen chloride gas (620 g., 17 moles) at 20° C. is added, with stirring, 2-phenyl-6-(1-hydroxy-2-t-butylaminoethyl)-4-H-pyrido-[3,2-d]-1,3-dioxin maleate (1880 g., 4.24 moles) over a five minute period. The resulting solution is then stirred for 2 hours at 20°-25° C. and is then concentrated under reduced pressure to a volume of about 3 liters. Acetone (16 liters) is added to the concentrate and the resulting precipitate granulated at 25° C. for a half-hou... Reactants: C1(CC1)C1=C(C=NC=C1)N1C(NCC1)=O (1-(4-cyclopropylpyridin-3-yl)imidazolidin-2-one), BrC=1C=C2CCCC2=CC1 (5-bromo-2,3-dihydro-1H-indene), CN[C@H]1[C@@H](CCCC1)NC (trans-N,N′-dimethylcyclohexane-1,2-diamine), P(=O)([O-])([O-])[O-].[K+].[K+].[K+] (potassium phosphate). Reagents/catalysts: [Cu](I)I (copper iodide). Solvent: O1CCOCC1 (1,4-dioxane). Product: C1(CC1)C1=C(C=NC=C1)N1C(N(CC1)C=1C=C2CCCC2=CC1)=O (1-(4-cyclopropylpyridin-3-yl)-3-(2,3-dihydro-1H-inden-5-yl)imidazolidin-2-one). The yield is 7.6%. RXN SMILES: [CH:1]1([C:4]2[CH:9]=[CH:8][N:7]=[CH:6][C:5]=2[N:10]2[CH2:14][CH2:13][NH:12][C:11]2=[O:15])[CH2:3][CH2:2]1.Br[C:17]1[CH:18]=[C:19]2[C:23](=[CH:24][CH:25]=1)[CH2:22][CH2:21][CH2:20]2.CN[C@@H]1CCCC[C@H]1NC.P([O-])([O-])([O-])=O.[K+].[K+].[K+]>[Cu](I)I.O1CCOCC1>[CH:1]1([C:4]2[CH:9]=[CH:8][N:7]=[CH:6][C:5]=2[N:10]2[CH2:14][CH2:13][N:12]([C:17]3[CH:18]=[C:19]4[C:23](=[CH:24][CH:25]=3)[CH2:22][CH2:21][CH2:20]4)[C:11]2=[O:15])[CH2:3][CH2:2]1 |f:3.4.5.6|. Procedure details: Using analogous reagents and reaction conditions as described in Example 1 above, 1-(4-cyclopropylpyridin-3-yl)imidazolidin-2-one (I-1d: 100 mg, 0.492 mmol) was reacted with 5-bromo-2,3-dihydro-1H-indene (132 mg, 0.5418 mmol), 1,4-dioxane (4 mL), copper iodide (9.5 mg, 0.0492 mmol), trans-N,N′-dimethylcyclohexane-1,2-diamine (7.0 mg, 0.0492 mmol) and potassium phosphate (261 mg, 1.231 mmol) to afford the crude product. Purification by column chromatography on silica gel (1.5% methanol in CHCl3) ... Starting materials: C(C=C)N1CCN(CC1)CCCOC1=C(C=C2C(=NC=NC2=C1)Cl)OC (7-[3-(4-allylpiperazin-1-yl)propoxy]-4-chloro-6-methoxyquinazoline), OC=1C=C2C=CNC2=NC1 (5-hydroxy-7-azaindole), C([O-])([O-])=O.[K+].[K+] (potassium carbonate). Conditions: temperature 85 celsius, time 3 hour. Yields the product C(C=C)N1CCN(CC1)CCCOC1=C(C=C2C(=NC=NC2=C1)OC=1C=C2C=CNC2=NC1)OC (7-[3-(4-allylpiperazin-1-yl)propoxy]-4-(7-azaindol-5-yloxy)-6-methoxyquinazoline). Procedure details: A mixture of 7-[3-(4-allylpiperazin-1-yl)propoxy]-4-chloro-6-methoxyquinazoline (288 mg, 0.76 mmol), 5-hydroxy-7-azaindole (113 mg, 0.84 mmol), (prepared as described for the starting material in Example 2), and potassium carbonate (116 mg, 0.84 mmol) in DMA (8 ml) was stirred at 85° C. for 3 hours and allowed to cool to ambient temperature. The mixture was filtered, the filtrate evaporated under vacuum and the residue purified by column chromatography eluting with methylene chloride/methanol (s... RXN SMILES: [CH2:1]([N:4]1[CH2:9][CH2:8][N:7]([CH2:10][CH2:11][CH2:12][O:13][C:14]2[CH:23]=[C:22]3[C:17]([C:18](Cl)=[N:19][CH:20]=[N:21]3)=[CH:16][C:15]=2[O:25][CH3:26])[CH2:6][CH2:5]1)[CH:2]=[CH2:3].[OH:27][C:28]1[CH:29]=[C:30]2[C:34](=[N:35][CH:36]=1)[NH:33][CH:32]=[CH:31]2.C(=O)([O-])[O-].[K+].[K+]>CC(N(C)C)=O>[CH2:1]([N:4]1[CH2:9][CH2:8][N:7]([CH2:10][CH2:11][CH2:12][O:13][C:14]2[CH:23]=[C:22]3[C:17]([C:18]([O:27][C:28]4[CH:29]=[C:30]5[C:34](=[N:35][CH:36]=4)[NH:33][CH:32]=[CH:31]5)=[N:19][CH:20]=[N:21]3)=[CH:16][C:15]=2[O:25][CH3:26])[CH2:6][CH2:5]1)[CH:2]=[CH2:3] |f:2.3.4|. The solvent is CC(=O)N(C)C (DMA). The yield is 77.6%. Reactants: CO (methanol), C(C)(=O)OCC (ethyl acetate), C(=O)[O-].[NH4+] (Ammonium formate), C(C1=CC=CC=C1)OC1=C(C=C(C(=C1)OCC1=CC=CC=C1)C1=CC=CC=C1)C1=C(C(=NO1)C)C1=CC=C(C=C1)OC (5-(4,6-bis-benzyloxy-biphenyl-3-yl)-4-(4-methoxy-phenyl)-3-methyl-isoxazole), C(C)(=O)OCC (ethyl acetate), CO (methanol). The reagents and catalysts are [Pd] (Palladium on carbon). Conditions: temperature 60 celsius. Product: OC1=C(C=C2C(C(=C(OC2=C1)C)C1=CC=C(C=C1)OC)=O)C1=CC=CC=C1 (7-hydroxy-3-(4-methoxy-phenyl)-2-methyl-6-phenyl-chromen-4-one). As a reaction SMILES: C([O-])=O.[NH4+].C([O:12][C:13]1[CH:18]=C(OCC2C=CC=CC=2)[C:16]([C:27]2[CH:32]=[CH:31][CH:30]=[CH:29][CH:28]=2)=[CH:15][C:14]=1[C:33]1[O:37]N=[C:35]([CH3:38])[C:34]=1[C:39]1[CH:44]=[CH:43][C:42]([O:45][CH3:46])=[CH:41][CH:40]=1)C1C=CC=CC=1.C(OCC)(=O)C.[CH3:53][OH:54]>[Pd]>[OH:54][C:53]1[CH:18]=[C:13]2[C:14]([C:33](=[O:37])[C:34]([C:39]3[CH:44]=[CH:43][C:42]([O:45][CH3:46])=[CH:41][CH:40]=3)=[C:35]([CH3:38])[O:12]2)=[CH:15][C:16]=1[C:27]1[CH:32]=[CH:31][CH:30]=[CH:29][CH:28]=1 |f:0.1|. Reported procedure: Ammonium formate (3.2 g, 50 mmol) was added to a solution of 5-(4,6-bis-benzyloxy-biphenyl-3-yl)-4-(4-methoxy-phenyl)-3-methyl-isoxazole (1.4 g, 2.5 mmol) in methanol (20 ml)/ethyl acetate (10 ml) under a nitrogen atmosphere. Palladium on carbon (10%) (cat.) was added and the suspension heated, at 60° C. for ˜18 hrs. The suspension was allowed to cool and ethyl acetate (150 ml) added, and the suspension filtered. The filtrate was washed with water (3×100 ml) and saturated aqueous sodium chloride... The reactants are COc1cccc(CCl)c1, CCO, CSC(=S)N1CCNCC1, [Na+], [Na+], O=C([O-])[O-]. The product is COc1cccc(CN2CCN(C(=S)SC)CC2)c1. As a reaction SMILES: [CH3:1][O:2][c:3]1[cH:4][c:5]([CH2:6][Cl:7])[cH:8][cH:9][cH:10]1.[CH3:27][CH2:28][OH:29].[N:11]1([C:17](=[S:18])[S:19][CH3:20])[CH2:12][CH2:13][NH:14][CH2:15][CH2:16]1.[Na+:21].[Na+:22].[O-:23][C:24](=[O:25])[O-:26]>>[CH3:1][O:2][c:3]1[cH:4][c:5]([CH2:6][N:14]2[CH2:13][CH2:12][N:11]([C:17](=[S:18])[S:19][CH3:20])[CH2:16][CH2:15]2)[cH:8][cH:9][cH:10]1.